Dataset: the Open Reaction Database (ORD), a public repository of structured organic reaction records. Task: describe an organic reaction: reactants, conditions, products, and yield Reactants: C1COCCO1, CC(=O)[O-], CCOC(C)=O, CC(C)O, Cc1nc(Cl)c2ncn(C3CCCCO3)c2n1, ClC(Cl)Cl, CC(c1cnc(F)c(B2OC(C)(C)C(C)(C)O2)c1)N1CCOCC1, [K+], O. The product is Cc1nc(-c2cc(C(C)N3CCOCC3)cnc2F)c2ncn(C3CCCCO3)c2n1. As a reaction SMILES: [CH2:53]1[O:54][CH2:55][CH2:56][O:57][CH2:58]1.[CH3:43][C:44](=[O:45])[O-:46].[CH3:47][CH2:48][O:49][C:50]([CH3:51])=[O:52].[CH:60]([OH:61])([CH3:62])[CH3:63].[Cl:25][c:26]1[c:27]2[n:28][cH:29][n:30]([CH:36]3[O:37][CH2:38][CH2:39][CH2:40][CH2:41]3)[c:31]2[n:32][c:33]([CH3:35])[n:34]1.[Cl:64][CH:65]([Cl:66])[Cl:67].[F:1][c:2]1[c:3]([B:16]2[O:17][C:18]([CH3:19])([CH3:20])[C:21]([CH3:22])([CH3:23])[O:24]2)[cH:4][c:5]([CH:8]([CH3:9])[N:10]2[CH2:11][CH2:12][O:13][CH2:14][CH2:15]2)[cH:6][n:7]1.[K+:42].[OH2:59]>>[F:1][c:2]1[c:3](-[c:26]2[c:27]3[n:28][cH:29][n:30]([CH:36]4[O:37][CH2:38][CH2:39][CH2:40][CH2:41]4)[c:31]3[n:32][c:33]([CH3:35])[n:34]2)[cH:4][c:5]([CH:8]([CH3:9])[N:10]2[CH2:11][CH2:12][O:13][CH2:14][CH2:15]2)[cH:6][n:7]1. The reactants are CCOC(=O)c1cc(OCC)c(OCC)cc1[N+](=O)[O-], CCOC(C)=O, [H][H]. The product is CCOC(=O)c1cc(OCC)c(OCC)cc1N. Reaction SMILES: [CH2:1]([CH3:2])[O:3][c:4]1[cH:5][c:6]([N+:18]([O-:19])=[O:20])[c:7]([C:8](=[O:9])[O:10][CH2:11][CH3:12])[cH:13][c:14]1[O:15][CH2:16][CH3:17].[CH3:23][CH2:24][O:25][C:26]([CH3:27])=[O:28].[H:21][H:22]>>[CH2:1]([CH3:2])[O:3][c:4]1[cH:5][c:6]([NH2:18])[c:7]([C:8](=[O:9])[O:10][CH2:11][CH3:12])[cH:13][c:14]1[O:15][CH2:16][CH3:17]. Reactants: CC1=CC=C(C=C1)S(=O)(=O)OCC[C@H]1[C@H](C1)C1CCN(CC1)C1=NC=C(C=N1)Cl (2-{(1S,2R)-2-[1-(5-chloropyrimidin-2-yl)piperidin-4-yl]cyclopropyl}ethyl 4-methylbenzenesulfonate), C(C)(C)(C)OC(=O)NC=1C=C(C(=NC1)N(C(=O)OC(C)(C)C)C(=O)OC(C)(C)C)Cl (di-tert-butyl {5-[(tert-butoxycarbonyl)amino]-3-chloropyridin-2-yl}imidodicarbonate). Product: ClC=1C=NC(=NC1)N1CCC(CC1)[C@@H]1[C@@H](C1)CCNC1=NC=C(C=C1Cl)N (N-(2-{(1S,2S)-2-[1-(5-chloropyrimidin-2-yl)piperidin-4-yl]cyclopropyl}ethyl)-3-chloropyridine-2,5-diamine). Reaction SMILES: CC1C=CC(S(O[CH2:12][CH2:13][C@@H:14]2[CH2:16][C@@H:15]2[CH:17]2[CH2:22][CH2:21][N:20]([C:23]3[N:28]=[CH:27][C:26]([Cl:29])=[CH:25][N:24]=3)[CH2:19][CH2:18]2)(=O)=O)=CC=1.C(OC([NH:37][C:38]1[CH:39]=[C:40]([Cl:59])[C:41]([N:44](C(OC(C)(C)C)=O)C(OC(C)(C)C)=O)=[N:42][CH:43]=1)=O)(C)(C)C>>[Cl:29][C:26]1[CH:27]=[N:28][C:23]([N:20]2[CH2:19][CH2:18][CH:17]([C@H:15]3[CH2:16][C@H:14]3[CH2:13][CH2:12][NH:44][C:41]3[C:40]([Cl:59])=[CH:39][C:38]([NH2:37])=[CH:43][N:42]=3)[CH2:22][CH2:21]2)=[N:24][CH:25]=1. Procedure: The title compound was synthesized by procedure analogous to Step 2 of Example 11 from cis-2-{(1S,2R)-2-[1-(5-chloropyrimidin-2-yl)piperidin-4-yl]cyclopropyl}ethyl 4-methylbenzenesulfonate from Step 1 of Example 5 and di-tert-butyl {5-[(tert-butoxycarbonyl)amino]-3-chloropyridin-2-yl}imidodicarbonate from Step 1 of this example. Starting materials: COC1=CC=C(C=C1)C(N[C@H](C)C1=CC=CC=C1)C1=CC(=CC=C1)[N+](=O)[O-] (N-[(4-methoxyphenyl)-(3-nitrophenyl)methyl]-N-[(R)-1-phenylethyl]amine), [BH4-].[Na+] (sodium borohydride). Reagents/catalysts: O.O.O.O.O.O.[Ni](Cl)Cl (nickel chloride hexahydrate). Product: COC1=CC=C(C=C1)C(C=1C=C(C=CC1)N)N[C@H](C)C1=CC=CC=C1 (3-{(4-Methoxyphenyl)-[(R)-1-phenylethylamino]methyl}phenylamine). RXN SMILES: [CH3:1][O:2][C:3]1[CH:8]=[CH:7][C:6]([CH:9]([C:19]2[CH:24]=[CH:23][CH:22]=[C:21]([N+:25]([O-])=O)[CH:20]=2)[NH:10][C@@H:11]([C:13]2[CH:18]=[CH:17][CH:16]=[CH:15][CH:14]=2)[CH3:12])=[CH:5][CH:4]=1.[BH4-].[Na+]>O.O.O.O.O.O.[Ni](Cl)Cl>[CH3:1][O:2][C:3]1[CH:4]=[CH:5][C:6]([CH:9]([NH:10][C@@H:11]([C:13]2[CH:18]=[CH:17][CH:16]=[CH:15][CH:14]=2)[CH3:12])[C:19]2[CH:20]=[C:21]([NH2:25])[CH:22]=[CH:23][CH:24]=2)=[CH:7][CH:8]=1 |f:1.2,3.4.5.6.7.8.9|. Procedure: Following a procedure similar to that described in Example (59b), 2.06 g of N-[(4-methoxyphenyl)-(3-nitrophenyl)methyl]-N-[(R)-1-phenylethyl]amine [prepared as described in step (a) above], 2.70 g of nickel chloride hexahydrate and 860 mg of sodium borohydride were reacted, separated and purified, to obtain 510 mg of isomer A and 672 mg of isomer B of the title compound, each as a yellow oil. Reactants: O=C(O)C1CCCN(C(=O)c2ccccc2)C1, ClCCl, O=S(Cl)Cl. Yields the product O=C(Cl)C1CCCN(C(=O)c2ccccc2)C1. As a reaction SMILES: [C:1]([c:2]1[cH:3][cH:4][cH:5][cH:6][cH:7]1)(=[O:8])[N:9]1[CH2:10][CH:11]([C:15](=[O:16])[OH:17])[CH2:12][CH2:13][CH2:14]1.[Cl:22][CH2:23][Cl:24].[S:18]([Cl:19])([Cl:20])=[O:21]>>[C:1]([c:2]1[cH:3][cH:4][cH:5][cH:6][cH:7]1)(=[O:8])[N:9]1[CH2:10][CH:11]([C:15](=[O:17])[Cl:20])[CH2:12][CH2:13][CH2:14]1. The reactants are N[C@@H](CC1=CC=C(C=C1)O)C(=O)NCC(=O)NCC(=O)N[C@@H](CC1=CC=CC=C1)C(=O)N[C@@H](CC(C)C)C(=O)O (H-Tyr-Gly-Gly-Phe-Leu-OH), P(=O)([O-])([O-])[O-] (phosphate). Run at time 0.98 minute. Yields the product N[C@@H](CC(C)C)C(=O)O (Leucine). As a reaction SMILES: N[C@H](C(NCC(NCC(N[C@H](C([NH:32][C@H:33]([C:38]([OH:40])=[O:39])[CH2:34][CH:35]([CH3:37])[CH3:36])=O)CC1C=CC=CC=1)=O)=O)=O)CC1C=CC(O)=CC=1.P([O-])([O-])([O-])=O>>[NH2:32][C@H:33]([C:38]([OH:40])=[O:39])[CH2:34][CH:35]([CH3:37])[CH3:36]. Procedure details: The degradation H-Tyr-Gly-Gly-Phe-Leu-OH (SEQ ID NO: 12) (˜1.8×10−4 M) in 50 MM phosphate buffer solutions of pH 7.4 containing carboxypeptidase A (1 U/ml) was studied as described above. The pseudo first-order rate constant for the degradation was estimated to 9.8×10−1 min−1 and the corresponding half-life calculated to 0.7 min as previously described. The reactants are ClC1=C(C2=C(N=CN=C2NC(OC(C)(C)C)=O)N1C1=CC(=CC=C1)[N+](=O)[O-])C1=CC=C(C=C1)Cl (tert-butyl 6-chloro-5-(4-chlorophenyl)-7-(3-nitrophenyl)-7H-pyrrolo[2,3-d]pyrimidin-4-ylcarbamate), [NH4+].[Cl-] (NH4Cl), O (H2O), CCO (EtOH). Reagents/catalysts: [Fe] (iron). The solvent is C(Cl)Cl (DCM), CO (MeOH), C1CCOC1 (THF). Run at temperature 50 celsius. Product: NC=1C=C(C=CC1)N1C(=C(C2=C1N=CN=C2NC(OC(C)(C)C)=O)C2=CC=C(C=C2)Cl)Cl (tert-butyl 7-(3-aminophenyl)-6-chloro-5-(4-chlorophenyl)-7H-pyrrolo[2,3-d]pyrimidin-4-ylcarbamate). Yield: 34.4%. As a reaction SMILES: [Cl:1][C:2]1[N:18]([C:19]2[CH:24]=[CH:23][CH:22]=[C:21]([N+:25]([O-])=O)[CH:20]=2)[C:5]2[N:6]=[CH:7][N:8]=[C:9]([NH:10][C:11](=[O:17])[O:12][C:13]([CH3:16])([CH3:15])[CH3:14])[C:4]=2[C:3]=1[C:28]1[CH:33]=[CH:32][C:31]([Cl:34])=[CH:30][CH:29]=1.[NH4+].[Cl-].O.CCO>C1COCC1.C(Cl)Cl.[Fe].CO>[NH2:25][C:21]1[CH:20]=[C:19]([N:18]2[C:5]3[N:6]=[CH:7][N:8]=[C:9]([NH:10][C:11](=[O:17])[O:12][C:13]([CH3:14])([CH3:15])[CH3:16])[C:4]=3[C:3]([C:28]3[CH:29]=[CH:30][C:31]([Cl:34])=[CH:32][CH:33]=3)=[C:2]2[Cl:1])[CH:24]=[CH:23][CH:22]=1 |f:1.2|. Reported procedure: A suspension of 6-chloro-5-(4-chlorophenyl)-7-(3-nitrophenyl)-7H-pyrrolo[2,3-d]pyrimidin-4-ylcarbamate (20) (1.3 g, 2.6 mmol), iron powder (2.9 g, 52.1 mmol) and NH4Cl (1.4 g, 26.0 mmol) in a mixture of THF (30 mL), H2O (15 mL) and EtOH (3 mL) was purged with N2 before heated to 50° C. for 8 hrs. The reaction was then cooled down to r.t. and was filtered through Celite pad. The filter cake was thoroughly washed with DCM. The filtrate was washed with H2O, brine, dried over Na2SO4 and concentrated... The reactants are ClC1=CC=C(C(C2=CC=CC=C2)Cl)C=C1 (4-chlorobenzhydryl chloride), [I-].[Na+] (sodium iodide), N1CCNCCC1 (homopiperazine). Solvent: C(C)(C)O (isopropanol). Reaction conditions: time 30 minute. The product is ClC1=CC=C(C(C2=CC=CC=C2)N2CCNCCC2)C=C1 (1-(4-chlorobenzhydryl)homopiperazine). As a reaction SMILES: [Cl:1][C:2]1[CH:15]=[CH:14][C:5]([CH:6](Cl)[C:7]2[CH:12]=[CH:11][CH:10]=[CH:9][CH:8]=2)=[CH:4][CH:3]=1.[I-].[Na+].[NH:18]1[CH2:24][CH2:23][CH2:22][NH:21][CH2:20][CH2:19]1>C(O)(C)C>[Cl:1][C:2]1[CH:15]=[CH:14][C:5]([CH:6]([N:18]2[CH2:24][CH2:23][CH2:22][NH:21][CH2:20][CH2:19]2)[C:7]2[CH:12]=[CH:11][CH:10]=[CH:9][CH:8]=2)=[CH:4][CH:3]=1 |f:1.2|. Procedure: A mixture of 4-chlorobenzhydryl chloride (5.32 g, 22.4 mmol), isopropanol (80 ml) and sodium iodide (3.41 g, 22.8 mmol) was stirred at room temperature for 30 minutes. Thereto was added homopiperazine (11.2 g, 112 mmol), and the mixture was stirred at 95° C. for 18 hours. The solvent was distilled off, and the concentrate was poured into a saturated aqueous solution of sodium hydrogencarbonate and extracted with ethyl acetate. The extract was washed with saturated brine, dried over anhydrous mag... Reactants: O=C(n1ccnc1)n1ccnc1, CNOC, ClCCl, Cl, O=C(O)C1Cc2ccccc2O1. Yields the product CON(C)C(=O)C1Cc2ccccc2O1. As a reaction SMILES: [C:13]([n:14]1[cH:15][cH:16][n:17][cH:18]1)([n:19]1[cH:20][cH:21][n:22][cH:23]1)=[O:24].[CH3:26][NH:27][O:28][CH3:29].[Cl:30][CH2:31][Cl:32].[ClH:25].[O:1]1[CH:2]([C:10](=[O:11])[OH:12])[CH2:3][c:4]2[c:5]1[cH:6][cH:7][cH:8][cH:9]2>>[O:1]1[CH:2]([C:10](=[O:12])[N:27]([CH3:26])[O:28][CH3:29])[CH2:3][c:4]2[c:5]1[cH:6][cH:7][cH:8][cH:9]2. Starting materials: COC(=O)C1=NC=C(C=C1N)C#CCO (3-amino-5-(3-hydroxy-prop-1-ynyl)-pyridine-2-carboxylic acid methyl ester), [OH-].[Li+] (lithium hydroxide), Cl (HCl). The solvent is C1CCOC1 (THF). Reaction conditions: time 4.5 hour. Yields the product NC=1C(=NC=C(C1)C#CCO)C(=O)O (3-Amino-5-(3-hydroxy-prop-1-ynyl)-pyridine-2-carboxylic acid), [Cl-].[Li+] (lithium chloride). RXN SMILES: C[O:2][C:3]([C:5]1[C:10]([NH2:11])=[CH:9][C:8]([C:12]#[C:13][CH2:14][OH:15])=[CH:7][N:6]=1)=[O:4].[OH-].[Li+:17].[ClH:18]>C1COCC1>[NH2:11][C:10]1[C:5]([C:3]([OH:4])=[O:2])=[N:6][CH:7]=[C:8]([C:12]#[C:13][CH2:14][OH:15])[CH:9]=1.[Cl-:18].[Li+:17] |f:1.2,6.7|. Procedure: To a solution of 3-amino-5-(3-hydroxy-prop-1-ynyl)-pyridine-2-carboxylic acid methyl ester (297 mg, 1.44 mmol) in THF (10 ml) was added 1N lithium hydroxide and the mixture was vigorously stirred at room temperature for 4.5 h. To the mixture was added 4N HCl (0.47 ml, 1.87 mmol), after dilution with toluene the solvent was evaporated, the residue was suspended in toluene and evaporated (twice). The residue was suspended in TBME/hexane, filtered and the solid dried under reduced pressure at 50° C...